This data is from the Open Reaction Database (ORD), a public repository of structured organic reaction records. The task is: describe an organic reaction: reactants, conditions, products, and yield The reactants are C(C)(C)(CC)C1=CC=CC=C1 (tert-pentylbenzene), C1N2CN3CN1CN(C2)C3 (hexamethylenetetramine), FC(C(=O)O)(F)F (trifluoroacetic acid). Yields the product crude product, C(C)(C)(CC)C1=CC=C(C=O)C=C1 (4-(tert-pentyl)benzaldehyde). Reaction SMILES: [C:1]([C:6]1[CH:11]=[CH:10][CH:9]=[CH:8][CH:7]=1)([CH2:4][CH3:5])([CH3:3])[CH3:2].C1N2CN3CN(C2)CN1C3.FC(F)(F)[C:24](O)=[O:25]>>[C:1]([C:6]1[CH:7]=[CH:8][C:9]([CH:24]=[O:25])=[CH:10][CH:11]=1)([CH2:4][CH3:5])([CH3:2])[CH3:3]. Reported procedure: A solution of tert-pentylbenzene (10.04 g, 67.72 mmol) and hexamethylenetetramine (9.49 g, 67.7 mmol) in trifluoroacetic acid (100 ml) was stirred at 90° C. overnight. The reaction solution was evaporated under reduced pressure, diluted with water, alkalified with potassium carbonate, and extracted twice with ethyl acetate. The recovered organic layer was dried over anhydrous sodium sulfate, and the solvent was evaporated under reduced pressure to give a crude product of 4-(tert-pentyl)benzaldeh... The reactants are CCOC(=O)CC1CCC(c2cc(N(COCC[Si](C)(C)C)COCC[Si](C)(C)C)n3nccc3n2)CC1, CC#N, O=C1CCC(=O)N1I. The product is CCOC(=O)CC1CCC(c2cc(N(COCC[Si](C)(C)C)COCC[Si](C)(C)C)n3ncc(I)c3n2)CC1. RXN SMILES: [CH3:1][Si:2]([CH2:3][CH2:4][O:5][CH2:6][N:7]([c:8]1[cH:9][c:10]([CH:17]2[CH2:18][CH2:19][CH:20]([CH2:23][C:24](=[O:25])[O:26][CH2:27][CH3:28])[CH2:21][CH2:22]2)[n:11][c:12]2[n:13]1[n:14][cH:15][cH:16]2)[CH2:29][O:30][CH2:31][CH2:32][Si:33]([CH3:34])([CH3:35])[CH3:36])([CH3:37])[CH3:38].[CH3:47][C:48]#[N:49].[I:39][N:40]1[C:41](=[O:42])[CH2:43][CH2:44][C:45]1=[O:46]>>[CH3:1][Si:2]([CH2:3][CH2:4][O:5][CH2:6][N:7]([c:8]1[cH:9][c:10]([CH:17]2[CH2:18][CH2:19][CH:20]([CH2:23][C:24](=[O:25])[O:26][CH2:27][CH3:28])[CH2:21][CH2:22]2)[n:11][c:12]2[n:13]1[n:14][cH:15][c:16]2[I:39])[CH2:29][O:30][CH2:31][CH2:32][Si:33]([CH3:34])([CH3:35])[CH3:36])([CH3:37])[CH3:38]. Starting materials: CC(C)(C)OC1=C(C=O)C(=CC=C1)Cl (2-[(1,1-dimethylethyl)oxy]-6-chlorobenzaldehyde), OP(=O)(O)[O-].[K+] (KH2PO4), [Mn](=O)(=O)(=O)[O-].[K+] (potassium permanganate). Solvent: C(C)(C)(C)O (t-butanol). Conditions: time 3 hour. Yields the product CC(C)(C)OC1=C(C(=O)O)C(=CC=C1)Cl (2-[(1,1-dimethylethyl)oxy]-6-chlorobenzoic acid). Yield: 78.0%. RXN SMILES: [CH3:1][C:2]([O:5][C:6]1[CH:13]=[CH:12][CH:11]=[C:10]([Cl:14])[C:7]=1[CH:8]=[O:9])([CH3:4])[CH3:3].[OH:15]P([O-])(O)=O.[K+].[Mn]([O-])(=O)(=O)=O.[K+]>C(O)(C)(C)C>[CH3:4][C:2]([O:5][C:6]1[CH:13]=[CH:12][CH:11]=[C:10]([Cl:14])[C:7]=1[C:8]([OH:15])=[O:9])([CH3:1])[CH3:3] |f:1.2,3.4|. Procedure details: To a solution of 2-[(1,1-dimethylethyl)oxy]-6-chlorobenzaldehyde (8.40 g, 40.0 mmol) in t-butanol (200 mL) was added 1.25M KH2PO4 (pH 7, 200 mL) and 0.4M aqueous potassium permanganate (200 mL, 80 mmol). The reaction was stirred at room temperature for 3 h and was quenched by the addition of saturated aqueous sodium sulfite (200 mL). The brown suspension was acidified with 2N HCl with ice-cooling until the MnO2 dissolved (pH 4). The reaction was extracted with ethyl acetate (3 times) and the org...